This data is from the Open Reaction Database (ORD), a public repository of structured organic reaction records. The task is: describe an organic reaction: reactants, conditions, products, and yield Starting materials: ClC=1C=C(C=CC1F)C1=CN=C2N1C=CC(=C2F)C(C)(C)O (2-[3-(3-Chloro-4-fluorophenyl)-8-fluoroimidazo [1,2-α]pyridin-7-yl]-propan-2-ol), FC(OC=1C=C(C=CC1)B(O)O)(F)F (3-trifluoromethoxybenzeneboronic acid). The product is FC=1C=2N(C=CC1C(C)(C)O)C(=CN2)C=2C=CC(=C(C2)C2=CC(=CC=C2)OC(F)(F)F)F (2-[8-fluoro-3-(2-fluoro-3′-trifluoromethoxybiphenyl-5-yl)imidazo[1,2-α]pyridin-7-yl]propan-2-ol). Yield: 3.0%. Reaction SMILES: Cl[C:2]1[CH:3]=[C:4]([C:9]2[N:13]3[CH:14]=[CH:15][C:16]([C:19]([OH:22])([CH3:21])[CH3:20])=[C:17]([F:18])[C:12]3=[N:11][CH:10]=2)[CH:5]=[CH:6][C:7]=1[F:8].[F:23][C:24]([F:36])([F:35])[O:25][C:26]1[CH:27]=[C:28](B(O)O)[CH:29]=[CH:30][CH:31]=1>>[F:18][C:17]1[C:12]2[N:13]([C:9]([C:4]3[CH:5]=[CH:6][C:7]([F:8])=[C:2]([C:28]4[CH:29]=[CH:30][CH:31]=[C:26]([O:25][C:24]([F:23])([F:35])[F:36])[CH:27]=4)[CH:3]=3)=[CH:10][N:11]=2)[CH:14]=[CH:15][C:16]=1[C:19]([OH:22])([CH3:21])[CH3:20]. Procedure details: 2-[3-(3-Chloro-4-fluorophenyl)-8-fluoroimidazo [1,2-α]pyridin-7-yl]-propan-2-ol and 3-trifluoromethoxybenzeneboronic acid were coupled in the same way as in Example 30 to give 2-[8-fluoro-3-(2-fluoro-3′-trifluoromethoxybiphenyl-5-yl)imidazo[1,2-α]pyridin-7-yl]propan-2-ol as an off-white solid (4 mg, 3%): m/z (ES+) 449 [MH+].